From a dataset of the Open Reaction Database (ORD), a public repository of structured organic reaction records. describe an organic reaction: reactants, conditions, products, and yield Starting materials: COC(CN1C(CN=C(C2=C1C=CC(=C2)Cl)C2=CC=CC=C2)=O)=O (7-chloro-2,3-dihydro-2-oxo-5-phenyl-1H-1,4-benzodiazepin-1-acetic acid methyl ester), P12(=S)SP3(=S)SP(=S)(S1)SP(=S)(S2)S3 (phosphorus pentasulfide). Solvent: N1=CC=CC=C1 (pyridine). Yields the product COC(CN1C(CN=C(C2=C1C=CC(=C2)Cl)C2=CC=CC=C2)=S)=O (7-Chloro-2,3-dihydro-5-phenyl-2-thioxo-1H-1,4-benzodiazepin-1-acetic acid methyl ester). RXN SMILES: [CH3:1][O:2][C:3](=[O:24])[CH2:4][N:5]1[C:11]2[CH:12]=[CH:13][C:14]([Cl:16])=[CH:15][C:10]=2[C:9]([C:17]2[CH:22]=[CH:21][CH:20]=[CH:19][CH:18]=2)=[N:8][CH2:7][C:6]1=O.P12(SP3(SP(SP(S3)(S1)=S)(=S)S2)=S)=[S:26]>N1C=CC=CC=1>[CH3:1][O:2][C:3](=[O:24])[CH2:4][N:5]1[C:11]2[CH:12]=[CH:13][C:14]([Cl:16])=[CH:15][C:10]=2[C:9]([C:17]2[CH:22]=[CH:21][CH:20]=[CH:19][CH:18]=2)=[N:8][CH2:7][C:6]1=[S:26]. Procedure: A mixture of 6.35 g. (0.0186 mole) of 7-chloro-2,3-dihydro-2-oxo-5-phenyl-1H-1,4-benzodiazepin-1-acetic acid methyl ester, 4.42 g. (0.0199 mole) of phosphorus pentasulfide and 185 ml. of pyridine is heated under reflux for about 19 hours. The pyridine is evaporated, 100 ml. of cold water is added, and the product is extracted with four 100-ml. portions of methylene chloride. The extracts are combined, washed with sodium bicarbonate solution and saturated salt solution, dried over anhydrous magne... Product: CCCN1CCN(S(=O)(=O)c2cccc(Cl)c2)CC1C(=O)N1CCN(c2cc(C)ccc2C)CC1. The reactants are CCCBr, O=C([O-])[O-], CC(C)=O, Cc1ccc(C)c(N2CCN(C(=O)C3CN(S(=O)(=O)c4cccc(Cl)c4)CCN3)CC2)c1, [Cs+], [Cs+], O. As a reaction SMILES: [Br:39][CH2:40][CH2:41][CH3:42].[C:33](=[O:34])([O-:35])[O-:36].[CH3:44][C:45](=[O:46])[CH3:47].[Cl:1][c:2]1[cH:3][c:4]([S:8](=[O:9])(=[O:10])[N:11]2[CH2:12][CH:13]([C:17](=[O:18])[N:19]3[CH2:20][CH2:21][N:22]([c:25]4[c:26]([CH3:32])[cH:27][cH:28][c:29]([CH3:31])[cH:30]4)[CH2:23][CH2:24]3)[NH:14][CH2:15][CH2:16]2)[cH:5][cH:6][cH:7]1.[Cs+:37].[Cs+:38].[OH2:43]>>[Cl:1][c:2]1[cH:3][c:4]([S:8](=[O:9])(=[O:10])[N:11]2[CH2:12][CH:13]([C:17](=[O:18])[N:19]3[CH2:20][CH2:21][N:22]([c:25]4[c:26]([CH3:32])[cH:27][cH:28][c:29]([CH3:31])[cH:30]4)[CH2:23][CH2:24]3)[N:14]([CH2:40][CH2:41][CH3:42])[CH2:15][CH2:16]2)[cH:5][cH:6][cH:7]1. The reactants are COC[C@H]1NCCC1 ((S)-2-(methoxymethyl)pyrrolidine), BrC=1C=NC=C(C1)CCl (3-bromo-5-chloromethyl-pyridine), [H-].[Na+] (NaH). Yields the product BrC=1C=NC=C(C1)CN1[C@@H](CCC1)COC (3-Bromo-5-((S)-2-methoxymethyl-pyrrolidin-1-ylmethyl)-pyridine). Reaction SMILES: [CH3:1][O:2][CH2:3][C@@H:4]1[CH2:8][CH2:7][CH2:6][NH:5]1.[Br:9][C:10]1[CH:11]=[N:12][CH:13]=[C:14]([CH2:16]Cl)[CH:15]=1.[H-].[Na+]>>[Br:9][C:10]1[CH:11]=[N:12][CH:13]=[C:14]([CH2:16][N:5]2[CH2:6][CH2:7][CH2:8][C@H:4]2[CH2:3][O:2][CH3:1])[CH:15]=1 |f:2.3|. Procedure details: In analogy to the procedure described for the preparation of intermediates A-12 [B], (S)-2-(methoxymethyl)pyrrolidine was reacted with 3-bromo-5-chloromethyl-pyridine (intermediate A-12 [A]) in presence of NaH to give the title compound as a yellow oil. MS: 285.0, 286.9 (M+H+). Reactants: BrC1=CC(=C(C=C1)CBr)[N+](=O)[O-] (4-bromo-1-(bromomethyl)-2-nitrobenzene), C[S-].[Na+] (sodium methanethiolate). Solvent: O1CCCC1 (tetrahydrofuran). Run at time 60 hour. Yields the product BrC1=CC(=C(C=C1)SC)[N+](=O)[O-] ((4-Bromo-2-nitrophenyl)methyl sulfide). Isolated yield 105.8%. RXN SMILES: [Br:1][C:2]1[CH:7]=[CH:6][C:5](CBr)=[C:4]([N+:10]([O-:12])=[O:11])[CH:3]=1.[CH3:13][S-:14].[Na+]>O1CCCC1>[Br:1][C:2]1[CH:7]=[CH:6][C:5]([S:14][CH3:13])=[C:4]([N+:10]([O-:12])=[O:11])[CH:3]=1 |f:1.2|. Procedure details: A suspension of 4-bromo-1-(bromomethyl)-2-nitrobenzene (1.0 g) and sodium methanethiolate (0.285 g) in tetrahydrofuran (20 ml) was stirred under nitrogen for 60 h. The solvent was evaporated, chloroform (50 ml) was added and the rsidual solid was removed by filtration. The filtrate was comncentrated under vacuum to give the title compound (0.89 g). Reactants: C(=O)(O)C1=C(C=CC=C1)CC(=O)NC1=CC=C(C=C1)CN1OCC(C1=O)(C)C (2-[[4-[(2-carboxyphenylmethyl)carbonylamino]phenyl]methyl]-4,4-dimethyl-3-isoxazolidinone), C1(CCCCC1)N=C=NC1CCCCC1 (dicyclohexylcarbodiimide). Solvent: C1(=CC=CC=C1)C (toluene). Yields the product C1(OC(=CC2=C1C=CC=C2)NC2=CC=C(C=C2)CN2OCC(C2=O)(C)C)=O (2-[[4-[(1H-2-benzopyran-1-one-3-yl)amino]phenyl]methyl]-4,4-dimethyl-3-isoxazolidinone). The yield is 109.8%. As a reaction SMILES: [C:1]([C:4]1[CH:9]=[CH:8][CH:7]=[CH:6][C:5]=1[CH2:10][C:11]([NH:13][C:14]1[CH:19]=[CH:18][C:17]([CH2:20][N:21]2[C:25](=[O:26])[C:24]([CH3:28])([CH3:27])[CH2:23][O:22]2)=[CH:16][CH:15]=1)=O)([OH:3])=[O:2].C1(N=C=NC2CCCCC2)CCCCC1>C1(C)C=CC=CC=1>[C:1]1(=[O:3])[C:4]2[CH:9]=[CH:8][CH:7]=[CH:6][C:5]=2[CH:10]=[C:11]([NH:13][C:14]2[CH:19]=[CH:18][C:17]([CH2:20][N:21]3[C:25](=[O:26])[C:24]([CH3:27])([CH3:28])[CH2:23][O:22]3)=[CH:16][CH:15]=2)[O:2]1. Procedure details: A solution of 0.57 gram (0.0015 mole) of 2-[[4-[(2-carboxyphenylmethyl)carbonylamino]phenyl]methyl]-4,4-dimethyl-3-isoxazolidinone in 100 mL of toluene was cooled in an ice bath, and, with stirring, 0.33 gram (0.0016 mole) of dicyclohexylcarbodiimide was added in one portion. Upon completion of addition the reaction mixture was allowed to warm to ambient temperature where it was stirred for 16 hours. The resultant solid was collected by filtration to yield 0.60 gram of 2-[[4-[(1H-2-benzopyran-1-... Reactants: stainless steel, ClC1=C(C=NC2=CC(=C(C=C12)OC)OC)I (4-chloro-3-iodo-6,7-dimethoxyquinoline), C1(=CC=CC=C1)P(CCCP(C1=CC=CC=C1)C1=CC=CC=C1)C1=CC=CC=C1 (1,3-bis(diphenylphosphino)propane), 1,1,1,3,3,3-hexamethyldisilazane S, CN(C)C=O (DMF). Reagents/catalysts: C(C)(=O)[O-].[Pd+2].C(C)(=O)[O-] (palladium (II) acetate). Run at temperature 100 celsius. Product: ClC1=C(C=NC2=CC(=C(C=C12)OC)OC)C(=O)N (4-chloro-6,7-dimethoxyquinoline-3-carboxamide). RXN SMILES: [Cl:1][C:2]1[C:11]2[C:6](=[CH:7][C:8]([O:14][CH3:15])=[C:9]([O:12][CH3:13])[CH:10]=2)[N:5]=[CH:4][C:3]=1I.C1(P(C2C=CC=CC=2)CCCP(C2C=CC=CC=2)C2C=CC=CC=2)C=CC=CC=1.C[N:47]([CH:49]=[O:50])C>C([O-])(=O)C.[Pd+2].C([O-])(=O)C>[Cl:1][C:2]1[C:11]2[C:6](=[CH:7][C:8]([O:14][CH3:15])=[C:9]([O:12][CH3:13])[CH:10]=2)[N:5]=[CH:4][C:3]=1[C:49]([NH2:47])=[O:50] |f:3.4.5|. Reported procedure: A stainless steel cylinder was charged with 4-chloro-3-iodo-6,7-dimethoxyquinoline (0.200 g, 0.572 mmol), palladium (II) acetate (0.013 g, 0.057 mmol), 1,3-bis(diphenylphosphino)propane (0.047 g, 0.11 mmol), DMF (2 mL), and 1,1,1,3,3,3-hexamethyldisilazane S (0.37 g, 0.48 mL, 2.3 mmol). The cylinder was sealed and pressurized with CO gas at 30 psi. The system was heated at 100° C. for 1.5 h and then cooled to RT. The mixture was concentrated to afford an orange solid. This material was triturate... The reactants are C(C)OC(C(CC(C)C)C=1C=C(C=C(C1)OS(=O)(=O)C(F)(F)F)C1=CC=C(C=C1)C(F)(F)F)=O (4-Methyl-2-(5-trifluoromethanesulfonyloxy-4′-trifluoromethyl-biphenyl-3-yl)-pentanoic acid ethyl ester), C(#N)C=1C=C(C=CC1F)B(O)O (3-cyano-4-fluoro-phenylboronic acid). Product: C(#N)C=1C=C(C=CC1F)C1=CC(=CC(=C1)C(C(=O)O)CC(C)C)C1=CC=C(C=C1)C(F)(F)F (2-(3-Cyano-4-fluoro-4″-trifluoromethyl-[1,1′;3′,1″]terphenyl-5′-yl)-4-methyl-pentanoic acid). RXN SMILES: C([O:3][C:4](=[O:34])[CH:5]([C:10]1[CH:11]=[C:12]([C:24]2[CH:29]=[CH:28][C:27]([C:30]([F:33])([F:32])[F:31])=[CH:26][CH:25]=2)[CH:13]=[C:14](OS(C(F)(F)F)(=O)=O)[CH:15]=1)[CH2:6][CH:7]([CH3:9])[CH3:8])C.[C:35]([C:37]1[CH:38]=[C:39](B(O)O)[CH:40]=[CH:41][C:42]=1[F:43])#[N:36]>>[C:35]([C:37]1[CH:38]=[C:39]([C:14]2[CH:15]=[C:10]([CH:5]([CH2:6][CH:7]([CH3:9])[CH3:8])[C:4]([OH:34])=[O:3])[CH:11]=[C:12]([C:24]3[CH:25]=[CH:26][C:27]([C:30]([F:31])([F:32])[F:33])=[CH:28][CH:29]=3)[CH:13]=2)[CH:40]=[CH:41][C:42]=1[F:43])#[N:36]. Procedure details: The title compound was prepared from a Suzuki coupling of 4-Methyl-2-(5-trifluoromethanesulfonyloxy-4′-trifluoromethyl-biphenyl-3-yl)-pentanoic acid ethyl ester (intermediate Example 1g) with 3-cyano-4-fluoro-phenylboronic acid under the conditions described in Example 1; 1H NMR (400 MHz, MeOD) δ ppm 0.87 (dd, J=6.48, 2.81 Hz, 6H), 1.47 (dt, J=13.39, 6.63 Hz, 1H), 1.65 (ddd, J=13.63, 7.09, 6.91 Hz, 1H), 1.92-2.00 (m, 1H), 3.71-3.77 (m, 1H), 7.54 (td, J=7.70, 1.47 Hz, 1H), 7.59-7.61 (m, 1H), 7.65...